This data is from the Open Reaction Database (ORD), a public repository of structured organic reaction records. The task is: describe an organic reaction: reactants, conditions, products, and yield The reactants are N[C@@H]1C(N(C2=C(C[C@H]1C1=CC=CC=C1)C=CC=C2)CC(=O)N)=O (trans-3-amino-2-oxo-4-phenyl 2,3,4,5-tetrahydro-1H-1-benzazepine-1-acetamide), N1C(=CC2=CC=CC=C12)C(=O)ON1C(CCC1=O)=O (succinimido 2-indolecarboxylate). The solvent is CN(C=O)C (dimethylformamide). Product: N1C(=CC2=CC=CC=C12)C(=O)N[C@@H]1C(N(C2=C(C[C@H]1C1=CC=CC=C1)C=CC=C2)CC(=O)N)=O (trans-3-(2-indolecarboxamido)-2-oxo-4-phenyl-2,3,4,5-tetrahydro-1H-1-benzazepine-1-acetamide). Isolated yield 68.4%. As a reaction SMILES: [NH2:1][C@H:2]1[C@H:8]([C:9]2[CH:14]=[CH:13][CH:12]=[CH:11][CH:10]=2)[CH2:7][C:6]2[CH:15]=[CH:16][CH:17]=[CH:18][C:5]=2[N:4]([CH2:19][C:20]([NH2:22])=[O:21])[C:3]1=[O:23].[NH:24]1[C:32]2[C:27](=[CH:28][CH:29]=[CH:30][CH:31]=2)[CH:26]=[C:25]1[C:33](ON1C(=O)CCC1=O)=[O:34]>CN(C)C=O>[NH:24]1[C:32]2[C:27](=[CH:28][CH:29]=[CH:30][CH:31]=2)[CH:26]=[C:25]1[C:33]([NH:1][C@H:2]1[C@H:8]([C:9]2[CH:14]=[CH:13][CH:12]=[CH:11][CH:10]=2)[CH2:7][C:6]2[CH:15]=[CH:16][CH:17]=[CH:18][C:5]=2[N:4]([CH2:19][C:20]([NH2:22])=[O:21])[C:3]1=[O:23])=[O:34]. Procedure: In 5 ml of dimethylformamide are dissolved 0.2 g of trans-3-amino-2-oxo-4-phenyl 2,3,4,5-tetrahydro-1H-1-benzazepine-1-acetamide and 0.18 g of succinimido 2-indolecarboxylate, and the same reaction and treatment as in Example 12 is carried out to give 0.2 g of trans-3-(2-indolecarboxamido)-2-oxo-4-phenyl-2,3,4,5-tetrahydro-1H-1-benzazepine-1-acetamide, m.p. 280°-283° C. (decomposition). Solvent: C(C)(=O)OCC (ethyl acetate). Conditions: time 2 hour. Reaction SMILES: N1C(C)=CC=CC=1C.C(Cl)Cl.[OH:12][C:13]([CH3:26])([CH3:25])[CH2:14][C:15]([O:17][CH2:18][C:19]1[CH:24]=[CH:23][CH:22]=[CH:21][CH:20]=1)=[O:16].FC(F)(F)S(O[Si:33]([C:36]([CH3:39])([CH3:38])[CH3:37])([CH3:35])[CH3:34])(=O)=O>C(OCC)(=O)C>[Si:33]([O:12][C:13]([CH3:26])([CH3:25])[CH2:14][C:15]([O:17][CH2:18][C:19]1[CH:24]=[CH:23][CH:22]=[CH:21][CH:20]=1)=[O:16])([C:36]([CH3:39])([CH3:38])[CH3:37])([CH3:35])[CH3:34]. Starting materials: N1=C(C=CC=C1C)C (2,6-Lutidine), C(Cl)Cl (methylene chloride), OC(CC(=O)OCC1=CC=CC=C1)(C)C (benzyl 3-hydroxy-3-methylbutyrate), FC(S(=O)(=O)O[Si](C)(C)C(C)(C)C)(F)F (t-butyldimethylsilyl trifluoromethanesulfonate). Procedure: 2,6-Lutidine (3.6g) was added to an anhydrous methylene chloride solution of benzyl 3-hydroxy-3-methylbutyrate (3.5g) obtained in the step 1, and stirred with cooling with ice. t-butyldimethylsilyl trifluoromethanesulfonate (3.9mL) was gradually added dropwise thereto, and stirred for 1hour with cooling on ice and then for 2hours at room temperature. The reaction liquid was diluted with ethyl acetate, then washed with water, aqueous saturated ammonium chloride solution and aqueous saturated sodi... The product is [Si](C)(C)(C(C)(C)C)OC(CC(=O)OCC1=CC=CC=C1)(C)C (benzyl 3-(t-butyldimethylsilyloxy)-3-methylbutyrate). Reactants: mixture, [Li] (lithium), ClC1=C(C=CC=2OC(=CC21)S(=O)[O-])Cl.[Li+] (lithium 4,5-dichlorobenzo[b]furan-2-sulfinate), ClC1=CC2=C(OC(=C2)S(=O)[O-])C=C1Cl.[Li+] (lithium 5,6-dichlorobenzo[b]furan-2-sulfinate). The solvent is ClCCl (dichloromethane), CCOCC (ether), C1CCCCC1 (cyclohexane). Reaction conditions: time 1 hour. Product: ClC1=C(C=CC=2OC(=CC21)S(=O)(=O)Cl)Cl (4,5-dichlorobenzo[b]furan-2-ylsulfonyl chloride), ClC1=CC2=C(OC(=C2)S(=O)(=O)Cl)C=C1Cl (5,6-dichlorobenzo[b]furan-2-ylsulfonyl chloride). Reaction SMILES: [Li].[Cl:2][C:3]1[C:11]2[CH:10]=[C:9]([S:12]([O-:14])=[O:13])[O:8][C:7]=2[CH:6]=[CH:5][C:4]=1[Cl:15].[Li+].[Cl:17][C:18]1[C:29]([Cl:30])=[CH:28][C:21]2[O:22][C:23]([S:25]([O-:27])=[O:26])=[CH:24][C:20]=2[CH:19]=1.[Li+]>CCOCC.C1CCCCC1.ClCCl>[Cl:2][C:3]1[C:11]2[CH:10]=[C:9]([S:12]([Cl:17])(=[O:14])=[O:13])[O:8][C:7]=2[CH:6]=[CH:5][C:4]=1[Cl:15].[Cl:17][C:18]1[C:29]([Cl:30])=[CH:28][C:21]2[O:22][C:23]([S:25]([Cl:2])(=[O:27])=[O:26])=[CH:24][C:20]=2[CH:19]=1 |f:1.2,3.4,^1:0|. Procedure: To a solution of the mixture obtained in Step 2 (100 g) in anhydrous ether (440 ml) was added dropwise 1.5 M lithium diisopropylnmide mono(tetrahydrofuran) in cyclohexane (440 ml) under nitrogen atmosphere at -70° C. over 1 hour, then into the solution was bubbled sulfur dioxide for 1.5 hours at -70° C. After stirring for 1 hour at room temperature, the solvent was removed in vacuo and ether was added to the residue. The formed precipitate was separated by filtration to give a mixture of lithium...